The task is: describe an organic reaction: reactants, conditions, products, and yield. This data is from the Open Reaction Database (ORD), a public repository of structured organic reaction records. The reactants are FC1=CC=C(C=C1)C1=C(C=NO1)C(=O)OC (methyl 5-(4-fluorophenyl)isoxazole-4-carboxylate), [H-].C(C(C)C)[Al+]CC(C)C (diisobutylaluminum hydride), Cl (hydrochloric acid). Run in O1CCCC1 (tetrahydrofuran). Run at time 30 minute. Yields the product FC1=CC=C(C=C1)C1=C(C=NO1)CO (5-(4-fluorophenyl)-4-isoxazolylmethanol). Isolated yield 103.0%. Reaction SMILES: [F:1][C:2]1[CH:7]=[CH:6][C:5]([C:8]2[O:12][N:11]=[CH:10][C:9]=2[C:13](OC)=[O:14])=[CH:4][CH:3]=1.[H-].C([Al+]CC(C)C)C(C)C.Cl>O1CCCC1>[F:1][C:2]1[CH:3]=[CH:4][C:5]([C:8]2[O:12][N:11]=[CH:10][C:9]=2[CH2:13][OH:14])=[CH:6][CH:7]=1 |f:1.2|. Procedure details: To a solution of methyl 5-(4-fluorophenyl)isoxazole-4-carboxylate (7.06 g) in tetrahydrofuran (50 ml) was gently added diisobutylaluminum hydride (1.0 M tetrahydrofuran solution, 80 ml) at 0° C. and the mixture was stirred at room temperature for 30 min. The reaction mixture was poured into dilute hydrochloric acid and the mixture was extracted with ethyl acetate. The ethyl acetate layer was washed with saturated brine, dried (MgSO4) and concentrated to give 5-(4-fluorophenyl)-4-isoxazolylmethan... The reactants are CCOC(=O)CBr, CN(C)C=O, CN1CCc2c(O)ccc(Cl)c2CC1, [KH]. The product is CCOC(=O)COc1ccc(Cl)c2c1CCN(C)CC2. As a reaction SMILES: [Br:16][CH2:17][C:18](=[O:19])[O:20][CH2:21][CH3:22].[CH3:23][N:24]([CH3:25])[CH:26]=[O:27].[Cl:2][c:3]1[cH:4][cH:5][c:6]([OH:15])[c:7]2[c:8]1[CH2:9][CH2:10][N:11]([CH3:14])[CH2:12][CH2:13]2.[KH:1]>>[Cl:2][c:3]1[cH:4][cH:5][c:6]([O:15][CH2:17][C:18](=[O:19])[O:20][CH2:21][CH3:22])[c:7]2[c:8]1[CH2:9][CH2:10][N:11]([CH3:14])[CH2:12][CH2:13]2. The reactants are C(C)(C)(C)C1=NC(=NC=C1)N (4-tert-butyl-pyrimidin-2-ylamine), ClC1=NC=C(C(=O)Cl)C=C1 (6-chloronicotinoyl chloride), ClC1=NC=C(C(=O)NC2=CC(=C(C=C2)I)C)C=C1 (6-chloro-N-(4-iodo-3-methyl-phenyl)-nicotinamide). Yields the product C(C)(C)(C)C1=NC(=NC=C1)NC(C1=CN=C(C=C1)Cl)=O (N-(4-tert-Butyl-pyrimidin-2-yl)-6-chloro-nicotinamide). As a reaction SMILES: [C:1]([C:5]1[CH:10]=[CH:9][N:8]=[C:7]([NH2:11])[N:6]=1)([CH3:4])([CH3:3])[CH3:2].[Cl:12][C:13]1[CH:21]=[CH:20][C:16]([C:17](Cl)=[O:18])=[CH:15][N:14]=1.ClC1C=CC(C(NC2C=CC(I)=C(C)C=2)=O)=CN=1>>[C:1]([C:5]1[CH:10]=[CH:9][N:8]=[C:7]([NH:11][C:17](=[O:18])[C:16]2[CH:20]=[CH:21][C:13]([Cl:12])=[N:14][CH:15]=2)[N:6]=1)([CH3:4])([CH3:2])[CH3:3]. Procedure details: N-(4-tert-Butyl-pyrimidin-2-yl)-6-chloro-nicotinamide was prepared from 4-tert-butyl-pyrimidin-2-ylamine (prepared as described in J. Org. Chem. 1977, 221) and 6-chloronicotinoyl chloride following a procedure similar to the one described in the synthesis of 6-chloro-N-(4-iodo-3-methyl-phenyl)-nicotinamide, above. The product was isolated after silica gel purification with 20-40% EtOAc in hexanes gradient followed by suspension in hexanes and filtration. HRMS m/z calcd for C14H15N4OCl [M+H]+: 29... The reactants are FC1=CC=C(C=C1)S(=O)(=O)N1CCCCC1 (1-[(4-fluorophenyl)sulfonyl]piperidine), N1CCC(CC1)CO (4-piperidinylmethanol), C([O-])([O-])=O.[K+].[K+] (potassium carbonate). Yields the product N1(CCCCC1)S(=O)(=O)C1=CC=C(C=C1)N1CCC(CC1)CO ({1-[4-(1-Piperidinylsulfonyl)phenyl]-4-piperidinyl}methanol). RXN SMILES: F[C:2]1[CH:7]=[CH:6][C:5]([S:8]([N:11]2[CH2:16][CH2:15][CH2:14][CH2:13][CH2:12]2)(=[O:10])=[O:9])=[CH:4][CH:3]=1.[NH:17]1[CH2:22][CH2:21][CH:20]([CH2:23][OH:24])[CH2:19][CH2:18]1.C(=O)([O-])[O-].[K+].[K+]>>[N:11]1([S:8]([C:5]2[CH:6]=[CH:7][C:2]([N:17]3[CH2:22][CH2:21][CH:20]([CH2:23][OH:24])[CH2:19][CH2:18]3)=[CH:3][CH:4]=2)(=[O:10])=[O:9])[CH2:16][CH2:15][CH2:14][CH2:13][CH2:12]1 |f:2.3.4|. Procedure: 1-[(4-fluorophenyl)sulfonyl]piperidine (0.437 g, 1.8 mmol), 4-piperidinylmethanol (0.230 g, 2 mmol), and ;potassium carbonate (0.262 g, 2 mmol) were heated to 120° C. for 4 hours. The reaction was cooled, and partitioned between ethyl acetate and water. The organic layer was washed with aqueous HCl, and brine. It was dried with sodium sulfate, filtered, and removal of the solvent gave 0.040 g (0.12 mmol). The reactants are ClC(C(OC1=CC=C(C(=O)Cl)C=C1)(F)F)F (4-(2-chloro-1,1,2-trifluoroethoxy)benzoyl chloride), C(CCCCCCN)N (1,7-heptanediamine), [OH-].[K+] (potassium hydroxide). Run in C(CCl)Cl (ethylene dichloride). Product: ClC(C(OC1=CC=C(C(=O)NCCCCCCCNC(C2=CC=C(C=C2)OC(C(Cl)F)(F)F)=O)C=C1)(F)F)F (N,N'-Heptamethylenebis[4-(2-chloro-1,1,2-trifluoroethoxy)benzamide]). As a reaction SMILES: [Cl:1][CH:2]([F:16])[C:3]([F:15])([F:14])[O:4][C:5]1[CH:13]=[CH:12][C:8]([C:9](Cl)=[O:10])=[CH:7][CH:6]=1.[CH2:17]([NH2:25])[CH2:18][CH2:19][CH2:20][CH2:21][CH2:22][CH2:23][NH2:24].[OH-:26].[K+]>C(Cl)CCl>[Cl:1][CH:2]([F:16])[C:3]([F:15])([F:14])[O:4][C:5]1[CH:13]=[CH:12][C:8]([C:9]([NH:24][CH2:23][CH2:22][CH2:21][CH2:20][CH2:19][CH2:18][CH2:17][NH:25][C:9](=[O:10])[C:8]2[CH:7]=[CH:6][C:5]([O:26][C:3]([F:14])([F:15])[CH:2]([F:16])[Cl:1])=[CH:13][CH:12]=2)=[O:10])=[CH:7][CH:6]=1 |f:2.3|. Procedure details: m.p. 153°-154° C., 16.0 g., was prepared as in Example 16 using 4-(2-chloro-1,1,2-trifluoroethoxy)benzoyl chloride (from 23.0 g. of the corresponding acid as in Example 16) in 150 ml. of ethylene dichloride, 5.8 g. of 1,7-heptanediamine, 200 ml. of 10% aqueous potassium hydroxide solution, 500 ml. of ethylene dichloride and recrystallization from acetonitrile using decolorizing charcoal. Reactants: Solution, BrCC1=C(C=CC=C1)F (1-bromomethyl-2-fluoro-benzene), OC1=C(C=C(C=O)C=C1C)C (4-hydroxy-3,5-dimethyl-benzaldehyde), C(=O)([O-])[O-].[K+].[K+] (K2CO3). The solvent is CN(C)C=O (DMF), CN(C)C=O (DMF). Product: FC1=C(COC2=C(C=C(C=O)C=C2C)C)C=CC=C1 (4-(2-Fluoro-benzyloxy)-3,5-dimethyl-benzaldehyde). As a reaction SMILES: Br[CH2:2][C:3]1[CH:8]=[CH:7][CH:6]=[CH:5][C:4]=1[F:9].[OH:10][C:11]1[C:18]([CH3:19])=[CH:17][C:14]([CH:15]=[O:16])=[CH:13][C:12]=1[CH3:20].C([O-])([O-])=O.[K+].[K+]>CN(C=O)C>[F:9][C:4]1[CH:5]=[CH:6][CH:7]=[CH:8][C:3]=1[CH2:2][O:10][C:11]1[C:12]([CH3:20])=[CH:13][C:14]([CH:15]=[O:16])=[CH:17][C:18]=1[CH3:19] |f:2.3.4|. Reported procedure: 0.5 M Solution of 1-bromomethyl-2-fluoro-benzene (1.50 g, 8.0 mmol) in DMF was added dropwise to a suspension containing 1.09 g of 4-hydroxy-3,5-dimethyl-benzaldehyde (7.3 mmol), 1.51 g of K2CO3 (11 mmol) and 120 mg of KI (0.73 mmol) in 100 ml DMF. The reaction followed the same procedure described in Example 3. The residue was purified on silica gel, obtaining a quantitative recovery of the title compound. (1.88 g) The reactants are CCOC(=O)C(=O)OCC, C1CCOC1, [Cl-], [Cl-], [NH4+], Cc1ccccc1[Mg+]. The product is CCOC(=O)C(=O)c1ccccc1C. Reaction SMILES: [C:1]([C:2]([O:4][CH2:3][CH3:5])=[O:6])(=[O:7])[O:8][CH2:9][CH3:10].[CH2:22]1[O:23][CH2:24][CH2:25][CH2:26]1.[Cl-:11].[Cl-:20].[NH4+:21].[c:12]1([CH3:19])[c:13]([Mg+:18])[cH:14][cH:15][cH:16][cH:17]1>>[C:1]([C:2](=[O:4])[c:13]1[c:12]([CH3:19])[cH:17][cH:16][cH:15][cH:14]1)(=[O:7])[O:8][CH2:9][CH3:10]. As a reaction SMILES: C(O)=O.[NH2:4][CH2:5][CH2:6][C:7]1[CH:12]=[CH:11][C:10]([N:13]2[C:17]3=[N:18][CH:19]=[CH:20][CH:21]=[C:16]3[N:15]([C:22]([CH3:24])=[CH2:23])[C:14]2=[O:25])=[CH:9][CH:8]=1.C([Si]([O:43][C:44]1[CH:49]=[CH:48][C:47]([O:50][CH2:51][CH:52]2[CH2:54][O:53]2)=[CH:46][CH:45]=1)(C1C=CC=CC=1)C1C=CC=CC=1)(C)(C)C>C(Cl)(Cl)Cl.CO>[OH:53][C@H:52]([CH2:51][O:50][C:47]1[CH:48]=[CH:49][C:44]([OH:43])=[CH:45][CH:46]=1)[CH2:54][NH:4][CH2:5][CH2:6][C:7]1[CH:8]=[CH:9][C:10]([N:13]2[C:17]3=[N:18][CH:19]=[CH:20][CH:21]=[C:16]3[N:15]([C:22]([CH3:24])=[CH2:23])[C:14]2=[O:25])=[CH:11][CH:12]=1 |f:0.1,3.4|. The yield is 28.3%. Procedure details: 3-[4-(2-Aminoethyl)phenyl]-1-isopropenyl-1,3-dihydro-2H-imidazo[4,5-b]pyridin-2-one formate (0.32 g, 0.96 mmol) was reacted with tert-butyl-(4-oxiranylmethoxy-phenoxy)-diphenyl-silane (0.433 g, 1.07 mmol) according to Procedure G (eluant: 20:1 going to 10:1 chloroform-methanol) to give the title compound (0.19 g, 0.272 mmol). The solvent is C(Cl)(Cl)Cl.CO (chloroform methanol). Product: O[C@@H](CNCCC1=CC=C(C=C1)N1C(N(C=2C1=NC=CC2)C(=C)C)=O)COC2=CC=C(C=C2)O (3-(4-{2-[(2S)-2-Hydroxy-3-(4-hydroxy-phenoxy)-propylamino]-ethyl}-phenyl)-1-isopropenyl-1,3-dihydro-imidazo[4,5-b]pyridin-2-one). Starting materials: C(=O)O.NCCC1=CC=C(C=C1)N1C(N(C=2C1=NC=CC2)C(=C)C)=O (3-[4-(2-Aminoethyl)phenyl]-1-isopropenyl-1,3-dihydro-2H-imidazo[4,5-b]pyridin-2-one formate), C(C)(C)(C)[Si](C1=CC=CC=C1)(C1=CC=CC=C1)OC1=CC=C(C=C1)OCC1OC1 (tert-butyl-(4-oxiranylmethoxy-phenoxy)-diphenyl-silane). Reactants: C1=2C(=O)OC(NC1=CC=CC2)=O (Isatoic anhydride), NC1=CC=C(C(=O)OC)C=C1 (methyl 4-aminobenzoate). Conditions: temperature 140 celsius. The product is NC1=C(C(=O)NC2=CC=C(C(=O)OC)C=C2)C=CC=C1 (methyl 4-(2-aminobenzamido)benzoate). Yield: 78.0%. As a reaction SMILES: [C:1]12[C:7](=[CH:8][CH:9]=[CH:10][CH:11]=1)[NH:6]C(=O)O[C:2]2=[O:3].[NH2:13][C:14]1[CH:23]=[CH:22][C:17]([C:18]([O:20][CH3:21])=[O:19])=[CH:16][CH:15]=1>>[NH2:6][C:7]1[CH:8]=[CH:9][CH:10]=[CH:11][C:1]=1[C:2]([NH:13][C:14]1[CH:15]=[CH:16][C:17]([C:18]([O:20][CH3:21])=[O:19])=[CH:22][CH:23]=1)=[O:3]. Procedure: Isatoic anhydride (4.0 g, 24.5 mmol) and methyl 4-aminobenzoate were combined and heated at 140° C. for 4 hours. The reaction was cool to room temperature and purified by flash chromatography on silica gel, eluting with 90-100% CH2Cl2 in heptane, to afford methyl 4-(2-aminobenzamido)benzoate (5.2 g, 78%). 4-(2-(tert-butyldimethylsilyloxy)ethoxy)-3,5-dimethylbenzaldehyde (1.0 g, 3.30 mmol) and anhydrous CuCl2 (1.3 g, 9.90 mmol) were added to a solution of methyl 4-(2-aminobenzamido)benzoate (0.90...